This data is from the Open Reaction Database (ORD), a public repository of structured organic reaction records. The task is: describe an organic reaction: reactants, conditions, products, and yield Starting materials: Heterocyclic, C(C)N(C1=NC=C(C=C1)[N+](=O)[O-])CC (2-diethylamino-5-nitropyridine), O.O.[Sn](Cl)Cl (tin (II) chloride dihydrate). Run in C(C)OCC (diethyl ether), Cl (hydrochloric acid). The product is NC=1C=CC(=NC1)N(CC)CC (5-amino-2-diethylaminopyridine). Isolated yield 191.5%. RXN SMILES: [CH2:1]([N:3]([CH2:13][CH3:14])[C:4]1[CH:9]=[CH:8][C:7]([N+:10]([O-])=O)=[CH:6][N:5]=1)[CH3:2].O.O.[Sn](Cl)Cl>C(OCC)C.Cl>[NH2:10][C:7]1[CH:8]=[CH:9][C:4]([N:3]([CH2:13][CH3:14])[CH2:1][CH3:2])=[N:5][CH:6]=1 |f:1.2.3|. Reported procedure: Following procedures similar to those disclosed in Artland, et al., J. Heterocyclic Chem., Vol. 14, 129-134 (1977), the reaction of 10.0 g (0.0512 mole) of 2-diethylamino-5-nitropyridine with 147.0 g (0.659 mole) of tin (II) chloride dihydrate in diethyl ether and concentrated hydrochloric acid produced a residue. This reaction was repeated, and the residues were combined, giving a total of 20 g. The combined residue was purified by column chromatography on silica gel, eluting with acetone to yi... Starting materials: C1CCOC1, COC(=O)c1c([N+](=O)[O-])cccc1S(=O)(=O)Cl, NCCCN1CCOCC1. Product: COC(=O)c1c([N+](=O)[O-])cccc1S(=O)(=O)NCCCN1CCOCC1. Reaction SMILES: [CH2:28]1[O:29][CH2:30][CH2:31][CH2:32]1.[Cl:11][S:12](=[O:13])(=[O:14])[c:15]1[c:16]([C:17](=[O:18])[O:19][CH3:20])[c:21]([N+:25](=[O:26])[O-:27])[cH:22][cH:23][cH:24]1.[NH2:1][CH2:2][CH2:3][CH2:4][N:5]1[CH2:6][CH2:7][O:8][CH2:9][CH2:10]1>>[NH:1]([CH2:2][CH2:3][CH2:4][N:5]1[CH2:6][CH2:7][O:8][CH2:9][CH2:10]1)[S:12](=[O:13])(=[O:14])[c:15]1[c:16]([C:17](=[O:18])[O:19][CH3:20])[c:21]([N+:25](=[O:26])[O-:27])[cH:22][cH:23][cH:24]1. Starting materials: OC=1C=C2C(=C(C(=NC2=CC1)CC(C)C)C#N)C1=CC=C(C=C1)C (6-hydroxy-2-isobutyl-4-(4-methylphenyl)quinoline-3-carbonitrile), C(C)(=O)OCCBr (2-bromoethyl acetate), CN(C=O)C (N,N-dimethylformamide). Solvent: O (Water). Run at temperature 50 celsius, time 15 hour. Product: C(C)(=O)OCCOC=1C=C2C(=C(C(=NC2=CC1)CC(C)C)C#N)C1=CC=C(C=C1)C (2-{[3-cyano-2-isobutyl-4-(4-methylphenyl)quinolin-6-yl]oxy}ethyl acetate). Yield: 78.6%. Reaction SMILES: [OH:1][C:2]1[CH:3]=[C:4]2[C:9](=[CH:10][CH:11]=1)[N:8]=[C:7]([CH2:12][CH:13]([CH3:15])[CH3:14])[C:6]([C:16]#[N:17])=[C:5]2[C:18]1[CH:23]=[CH:22][C:21]([CH3:24])=[CH:20][CH:19]=1.[C:25]([O:28][CH2:29][CH2:30]Br)(=[O:27])[CH3:26].CN(C)C=O>O>[C:25]([O:28][CH2:29][CH2:30][O:1][C:2]1[CH:3]=[C:4]2[C:9](=[CH:10][CH:11]=1)[N:8]=[C:7]([CH2:12][CH:13]([CH3:15])[CH3:14])[C:6]([C:16]#[N:17])=[C:5]2[C:18]1[CH:23]=[CH:22][C:21]([CH3:24])=[CH:20][CH:19]=1)(=[O:27])[CH3:26]. Procedure: A mixture of 6-hydroxy-2-isobutyl-4-(4-methylphenyl)quinoline-3-carbonitrile (5.0 g, 15.8 mmol), 2-bromoethyl acetate (3.2 g, 19 mmol) and N,N-dimethylformamide (20 ml) was stirred at 50° C. for 15 hrs. Water was added to the reaction mixture and the mixture was extracted with ethyl acetate. The extract was washed successively with 1N hydrochloric acid, saturated aqueous sodium hydrogen carbonate and saturated brine, dried over anhydrous-magnesium sulfate, and concentrated under reduced pressure... Reactants: CC(C)c1cc(C(C)C)n(C2CCC(O)CC2)n1, ClCCCN1CCCC1, [H-], [H][H], [I-], [Na+], [Na+], CN(C)C=O. Product: CC(C)c1cc(C(C)C)n(C2CCC(OCCCN3CCCC3)CC2)n1. As a reaction SMILES: [CH:1]([CH3:2])([CH3:3])[c:4]1[n:5][n:6]([CH:12]2[CH2:13][CH2:14][CH:15]([OH:18])[CH2:16][CH2:17]2)[c:7]([CH:9]([CH3:10])[CH3:11])[cH:8]1.[Cl:23][CH2:24][CH2:25][CH2:26][N:27]1[CH2:28][CH2:29][CH2:30][CH2:31]1.[H-:20].[H:21][H:22].[I-:32].[Na+:19].[Na+:33].[O:34]=[CH:35][N:36]([CH3:37])[CH3:38]>>[CH:1]([CH3:2])([CH3:3])[c:4]1[n:5][n:6]([CH:12]2[CH2:13][CH2:14][CH:15]([O:18][CH2:24][CH2:25][CH2:26][N:27]3[CH2:28][CH2:29][CH2:30][CH2:31]3)[CH2:16][CH2:17]2)[c:7]([CH:9]([CH3:10])[CH3:11])[cH:8]1. The reactants are C(CCCCCCCCCCCCCC=C)OCC1=CC=CC=C1 (Hexadec-15-enyloxymethyl-benzene), B(Cl)(Cl)Cl (BCl3). Solvent: C(Cl)Cl (DCM). Run at temperature -78 celsius, time 30 minute. Product: C(CCCCCCCCCCCCCC=C)O (Hexadec-15-en-1-ol). Isolated yield 94.1%. Reaction SMILES: [CH2:1]([O:17]CC1C=CC=CC=1)[CH2:2][CH2:3][CH2:4][CH2:5][CH2:6][CH2:7][CH2:8][CH2:9][CH2:10][CH2:11][CH2:12][CH2:13][CH2:14][CH:15]=[CH2:16].B(Cl)(Cl)Cl>C(Cl)Cl>[CH2:1]([OH:17])[CH2:2][CH2:3][CH2:4][CH2:5][CH2:6][CH2:7][CH2:8][CH2:9][CH2:10][CH2:11][CH2:12][CH2:13][CH2:14][CH:15]=[CH2:16]. Procedure details: Into clean flame dried Ar flushed 500 mL RBF was placed 6.3 g (19 mmol) of 27 and 100 mL of dry DCM and the mixture was cooled to −78° C. 95 mL of BCl3 (1.0 M solution in DCM) was then slowly added to the above solution. After complete addition the cooling bath was removed and the reaction mixture was allowed to warm to room temperature. Stirring was continued for an additional 30 minutes at room temperature after which the reaction was cooled in an ice-water bath and quenched very cautiously!! ... The reactants are CCOC(C)=O, CCOC(=O)C(CCC(=O)c1cc(F)c(F)c(F)c1)NC(=O)OC(C)(C)C, CCOC(C)=O, Cl. Yields the product CCOC(=O)C1CCC(c2cc(F)c(F)c(F)c2)=N1. Reaction SMILES: [C:1]([O:2][CH2:3][CH3:4])(=[O:5])[CH3:6].[CH2:8]([CH3:9])[O:10][C:11]([CH:12]([CH2:13][CH2:14][C:15]([c:16]1[cH:17][c:18]([F:24])[c:19]([F:23])[c:20]([F:22])[cH:21]1)=[O:33])[NH:26][C:25]([O:27][C:28]([CH3:29])([CH3:30])[CH3:31])=[O:32])=[O:34].[CH3:35][CH2:36][O:37][C:38](=[O:39])[CH3:40].[ClH:7]>>[CH2:8]([CH3:9])[O:10][C:11]([CH:12]1[CH2:13][CH2:14][C:15]([c:16]2[cH:17][c:18]([F:24])[c:19]([F:23])[c:20]([F:22])[cH:21]2)=[N:26]1)=[O:34].